This data is from the Open Reaction Database (ORD), a public repository of structured organic reaction records. The task is: describe an organic reaction: reactants, conditions, products, and yield Isolated yield 71.3%. Reaction conditions: time 3 hour. Solvent: ClCCl (dichloromethane), ClCCl (dichloromethane). Reactants: C1(CC1)C=1C(=CC(=NC1)C(=O)NC(CO)(C)C1=NOC(=N1)C)OCC(F)(F)F (5-cyclopropyl-N-[1-hydroxy-2-(5-methyl-1,2,4-oxadiazol-3-yl)propan-2-yl]-4-(2,2,2-trifluoroethoxy)pyridine-2-carboxamide), CC(=O)OI1(C=2C=CC=CC2C(=O)O1)(OC(=O)C)OC(=O)C (Dess-Martin periodinane). Procedure details: To a solution of 5-cyclopropyl-N-[1-hydroxy-2-(5-methyl-1,2,4-oxadiazol-3-yl)propan-2-yl]-4-(2,2,2-trifluoroethoxy)pyridine-2-carboxamide (example 113, 0.1 g, 250 μmol) in dry dichloromethane (2 ml) was added Dess-Martin periodinane (111 mg, 262 μmol). The reaction mixture was stirred at room temperature for 3 hours. The reaction mixture was diluted with dichloromethane and quenched with a 1.0M aqueous solution of sodium bicarbonate with 5% sodium thiosulfate. The bi-phasic mixture was stirred f... The product is C1(CC1)C=1C(=CC(=NC1)C(=O)NC(C=O)(C1=NOC(=N1)C)C)OCC(F)(F)F (5-cyclopropyl-N-[1-methyl-1-(5-methyl-1,2,4-oxadiazol-3-yl)-2-oxo-ethyl]-4-(2,2,2-trifluoroethoxy)pyridine-2-carboxamide). RXN SMILES: [CH:1]1([C:4]2[C:5]([O:23][CH2:24][C:25]([F:28])([F:27])[F:26])=[CH:6][C:7]([C:10]([NH:12][C:13]([C:17]3[N:21]=[C:20]([CH3:22])[O:19][N:18]=3)([CH3:16])[CH2:14][OH:15])=[O:11])=[N:8][CH:9]=2)[CH2:3][CH2:2]1.CC(OI1(OC(C)=O)(OC(C)=O)OC(=O)C2C=CC=CC1=2)=O>ClCCl>[CH:1]1([C:4]2[C:5]([O:23][CH2:24][C:25]([F:26])([F:27])[F:28])=[CH:6][C:7]([C:10]([NH:12][C:13]([CH3:16])([C:17]3[N:21]=[C:20]([CH3:22])[O:19][N:18]=3)[CH:14]=[O:15])=[O:11])=[N:8][CH:9]=2)[CH2:2][CH2:3]1. Starting materials: COc1ccccc1OCC1CO1, CCO, O=C1NCCCN1C1CCNCC1. Yields the product COc1ccccc1OCC(O)CN1CCC(N2CCCNC2=O)CC1. As a reaction SMILES: [CH3:1][O:2][c:3]1[c:4]([O:5][CH2:6][CH:7]2[CH2:8][O:9]2)[cH:10][cH:11][cH:12][cH:13]1.[CH3:27][CH2:28][OH:29].[NH:14]1[CH2:15][CH2:16][CH:17]([N:20]2[C:21](=[O:26])[NH:22][CH2:23][CH2:24][CH2:25]2)[CH2:18][CH2:19]1>>[CH3:1][O:2][c:3]1[c:4]([O:5][CH2:6][CH:7]([CH2:8][N:14]2[CH2:15][CH2:16][CH:17]([N:20]3[C:21](=[O:26])[NH:22][CH2:23][CH2:24][CH2:25]3)[CH2:18][CH2:19]2)[OH:9])[cH:10][cH:11][cH:12][cH:13]1.